Dataset: the Open Reaction Database (ORD), a public repository of structured organic reaction records. Task: describe an organic reaction: reactants, conditions, products, and yield Reactants: FC=1C=C(C=C(C1)F)C[C@@H]([C@@H]1OC1)NC(OCC1=CC=CC=C1)=O (Benzyl (1S)-2-(3,5-difluorophenyl)-1-[(2S)-oxiranyl]ethylcarbamate), C1(CCCC2=CC=CC=C12)N (1,2,3,4-tetrahydro-1-naphthalenylamine), C(CC)N(C(=O)C=1C=C(C(=O)O)C=C(C1)CC)CCC (3-[(Dipropylamino)carbonyl]-5-ethylbenzoic acid). Product: C(C1=CC=CC=C1)NC[C@H]([C@H](CC1=CC(=CC(=C1)F)F)NC(C1=CC(C(=O)N(CCC)C)=CC=C1)=O)O (N1-[(1S,2R)-3-(benzylamino)-1-(3,5-difluorobenzyl)-2-hydroxypropyl]-N3-methyl-N3-propylisophthalamide). As a reaction SMILES: [F:1][C:2]1[CH:3]=[C:4]([CH2:9][C@H:10]([NH:14][C:15](=[O:24])OCC2C=CC=CC=2)[C@H:11]2[CH2:13][O:12]2)[CH:5]=[C:6]([F:8])[CH:7]=1.[CH:25]1([NH2:35])[C:34]2[C:29](=[CH:30][CH:31]=[CH:32][CH:33]=2)CCC1.[CH2:36]([N:39]([CH2:53][CH2:54][CH3:55])[C:40]([C:42]1[CH:43]=[C:44]([CH:48]=[C:49](CC)[CH:50]=1)C(O)=O)=[O:41])CC>>[CH2:25]([NH:35][CH2:13][C@@H:11]([OH:12])[C@@H:10]([NH:14][C:15](=[O:24])[C:44]1[CH:48]=[CH:49][CH:50]=[C:42]([C:40]([N:39]([CH3:36])[CH2:53][CH2:54][CH3:55])=[O:41])[CH:43]=1)[CH2:9][C:4]1[CH:5]=[C:6]([F:8])[CH:7]=[C:2]([F:1])[CH:3]=1)[C:34]1[CH:29]=[CH:30][CH:31]=[CH:32][CH:33]=1. Procedure details: Following the general procedure of EXAMPLEs 4, 5 and 6 and making non-critical variations but using tert-butyl (1S)-2-(3,5-difluorophenyl)-1-[(2S)-oxiranyl]ethylcarbamate (V), H2N—CH2-phenyl (VI) and (CH3—CH2—CH2—)(CH3—)N—CO—(CH3—)phenyl-CO—OH (IX) where the attachment to the -phenyl-ring for the carbonyls is 1-,3- and 5- for the methyl group, the title compound is obtained, MH+=510.